This data is from the Open Reaction Database (ORD), a public repository of structured organic reaction records. The task is: describe an organic reaction: reactants, conditions, products, and yield Starting materials: C(C)(C)(C)OC(NC1(COC(OC1)(C)C)CCC1=CC=C(C=C1)CCCN1C=C(C2=CC=CC=C12)C(C(F)(F)F)=O)=O (tert-Butyl-2,2-dimethyl-5-(4-(3-(3-(2,2,2-trifluoroacetyl)-1H-indol-1-yl)propyl)phenethyl)-1,3-dioxan-5-ylcarbamate), C(Cl)Cl (CH2Cl2), Cl (HCl). The solvent is CO (MeOH). Run at time 3 hour. Product: NC(CCC1=CC=C(C=C1)CCCN1C=C(C2=CC=CC=C12)C(C(F)(F)F)=O)(CO)CO (1-(1-(3-(4-(3-Amino-4-hydroxy-3-(hydroxymethyl)butyl)phenyl)propyl)-1H-indol-3-yl)-2,2,2-trifluoroethanone). RXN SMILES: C(OC(=O)[NH:7][C:8]1([CH2:16][CH2:17][C:18]2[CH:23]=[CH:22][C:21]([CH2:24][CH2:25][CH2:26][N:27]3[C:35]4[C:30](=[CH:31][CH:32]=[CH:33][CH:34]=4)[C:29]([C:36](=[O:41])[C:37]([F:40])([F:39])[F:38])=[CH:28]3)=[CH:20][CH:19]=2)[CH2:13][O:12]C(C)(C)[O:10][CH2:9]1)(C)(C)C.C(Cl)Cl.Cl>CO>[NH2:7][C:8]([CH2:9][OH:10])([CH2:13][OH:12])[CH2:16][CH2:17][C:18]1[CH:23]=[CH:22][C:21]([CH2:24][CH2:25][CH2:26][N:27]2[C:35]3[C:30](=[CH:31][CH:32]=[CH:33][CH:34]=3)[C:29]([C:36](=[O:41])[C:37]([F:38])([F:39])[F:40])=[CH:28]2)=[CH:20][CH:19]=1. Procedure details: A solution of the product of Step E (0.15 g, 0.03 mmol) in a mixture of MeOH, CH2Cl2 and 30% HCl (1 ml, 3 ml, 15 drops respectively) was stirred at room temperature for 3 h. The solvent was distilled and co-distilled with iso-propanol (iPrOH), to give the product (0.01 g; 69%), as colourless solid. 1H-NMR (CDCl3) 1.89-1.92 (m, 2H); 2.12-2.22 (m, 2H); 2.53-2.61 (b, 4H); 3.65-3.75 (m, 4H); 4.13 (tr, 2H, J=7.02 Hz); 6.97 (d, 2H, J=7.71 Hz); 7.07 (d, 2H, J=7.8 Hz); 7.28-7.32 (m, 3H); 7.82 (s, 1H); 8... The reactants are COC(C1=CC=C(C(=C1)S(N)(=O)=O)OC1=CC=CC=C1)=O (4-phenoxy-5-sulphamylbenzoic acid methyl ester). The solvent is [OH-].[Na+] (NaOH). Product: O(C1=CC=CC=C1)C1=CC=C(C(=O)O)C=C1S(N)(=O)=O (4-phenoxy-5-sulphamylbenzoic acid). As a reaction SMILES: C[O:2][C:3](=[O:21])[C:4]1[CH:9]=[C:8]([S:10](=[O:13])(=[O:12])[NH2:11])[C:7]([O:14][C:15]2[CH:20]=[CH:19][CH:18]=[CH:17][CH:16]=2)=[CH:6][CH:5]=1>[OH-].[Na+]>[O:14]([C:7]1[C:8]([S:10](=[O:13])(=[O:12])[NH2:11])=[CH:9][C:4]([C:3]([OH:21])=[O:2])=[CH:5][CH:6]=1)[C:15]1[CH:16]=[CH:17][CH:18]=[CH:19][CH:20]=1 |f:1.2|. Procedure details: 6.2 g of 3-N-(3-azabicyclo-[3.2.0]-heptano)-4-phenoxy-5-sulphamylbenzoic acid methyl ester are suspended in 60 ml of 1 N NaOH and the suspension is heated on the waterbath until a clear solution is formed. The acid is then precipitated with 2 N HCl, while stirring well, and is recrystallised from glacial acetic acid. Starting materials: CC1(OB(OC1(C)C)C(=C)C)C (4,4,5,5-tetramethyl-2-(prop-1-en-2-yl)-1,3,2-dioxaborolane), C1(CCCCC1)P(C1=C(C=CC=C1)C1=C(C=CC=C1OC)OC)C1CCCCC1 (dicyclohexyl(2′,6′-dimethoxy-[1,1′-biphenyl]-2-yl)phosphine), ClC1=CC(=NC=C1)C1=CC=CC2=C1OC1=C2C=CC=C1C(C)C (4-chloro-2-(6-isopropyldibenzo[b,d]furan-4-yl)pyridine), P(=O)([O-])([O-])[O-].[K+].[K+].[K+] (potassium phosphate). Reagents/catalysts: C=1C=CC(=CC1)/C=C/C(=O)/C=C/C2=CC=CC=C2.C=1C=CC(=CC1)/C=C/C(=O)/C=C/C2=CC=CC=C2.C=1C=CC(=CC1)/C=C/C(=O)/C=C/C2=CC=CC=C2.[Pd].[Pd] (Pd2(dba)3). The solvent is O (water), C1(=CC=CC=C1)C (toluene), O (water). The product is C(C)(C)C1=CC=CC=2C3=C(OC21)C(=CC=C3)C3=NC=CC(=C3)C(=C)C (2-(6-isopropyldibenzo[b,d]furan-4-yl)-4-(prop-1-en-2-yl)pyridine). The yield is 59.0%. As a reaction SMILES: Cl[C:2]1[CH:7]=[CH:6][N:5]=[C:4]([C:8]2[C:13]3[O:14][C:15]4[C:20]([CH:21]([CH3:23])[CH3:22])=[CH:19][CH:18]=[CH:17][C:16]=4[C:12]=3[CH:11]=[CH:10][CH:9]=2)[CH:3]=1.P([O-])([O-])([O-])=O.[K+].[K+].[K+].[CH3:32][C:33]1(C)[C:37](C)(C)OB(C(C)=C)O1.C1(P(C2CCCCC2)C2C=CC=CC=2C2C(OC)=CC=CC=2OC)CCCCC1>C1(C)C=CC=CC=1.O.C1C=CC(/C=C/C(/C=C/C2C=CC=CC=2)=O)=CC=1.C1C=CC(/C=C/C(/C=C/C2C=CC=CC=2)=O)=CC=1.C1C=CC(/C=C/C(/C=C/C2C=CC=CC=2)=O)=CC=1.[Pd].[Pd]>[CH:21]([C:20]1[C:15]2[O:14][C:13]3[C:8]([C:4]4[CH:3]=[C:2]([C:33]([CH3:37])=[CH2:32])[CH:7]=[CH:6][N:5]=4)=[CH:9][CH:10]=[CH:11][C:12]=3[C:16]=2[CH:17]=[CH:18][CH:19]=1)([CH3:23])[CH3:22] |f:1.2.3.4,9.10.11.12.13|. Reported procedure: 4-chloro-2-(6-isopropyldibenzo[b,d]furan-4-yl)pyridine (10.5 g, 32.6 mmol) and potassium phosphate (22.54 g, 98 mmol) were dissolved in 500 mL of toluene and 50 mL of water. The reaction was purged with nitrogen for 20 minutes and then 4,4,5,5-tetramethyl-2-(prop-1-en-2-yl)-1,3,2-dioxaborolane (6.13 mL, 32.6 mmol), Pd2(dba)3 (0.598 g, 0.653 mmol) and dicyclohexyl(2′,6′-dimethoxy-[1,1′-biphenyl]-2-yl)phosphine (1.072 g, 2.61 mmol) were added. The reaction was refluxed for 18 hours. After cooling ... Reactants: Cl (hydrochloric acid), C1(CC1)C=1C(=CC2=C(C(=C(O2)C2=CC=C(C=C2)F)C(=O)NC)C1)N(S(=O)(=O)C)C1=CC(=C(C(=C1)COCOC)B1OC(C(O1)(C)C)(C)C)F (5-cyclopropyl-6-(N-(3-fluoro-5-((methoxymethoxy)methyl)-4-(4,4,5,5-tetramethyl-1,3,2-dioxaborolan-2-yl)phenyl)methylsulfonamido)-2-(4-fluorophenyl)-N-methylbenzofuran-3-carboxamide). The solvent is C1CCOC1 (THF), CO (MeOH), C(Cl)Cl (DCM), CO (MeOH). Reaction conditions: temperature 70 celsius, time 15 minute. The product is C1(CC1)C=1C(=CC2=C(C(=C(O2)C2=CC=C(C=C2)F)C(=O)NC)C1)N(S(=O)(=O)C)C1=CC2=C(B(OC2)O)C(=C1)F (5-cyclopropyl-6-(N-(7-fluoro-1-hydroxy-1,3-dihydrobenzo[c][1,2]oxaborol-5-yl)methylsulfonamido)-2-(4-fluorophenyl)-N-methylbenzofuran-3-carboxamide). Isolated yield 7.0%. As a reaction SMILES: Cl.[CH:2]1([C:5]2[C:6]([N:25]([C:30]3[CH:35]=[C:34]([CH2:36]OCOC)[C:33]([B:41]4[O:45]C(C)(C)C(C)(C)[O:42]4)=[C:32]([F:50])[CH:31]=3)[S:26]([CH3:29])(=[O:28])=[O:27])=[CH:7][C:8]3[O:12][C:11]([C:13]4[CH:18]=[CH:17][C:16]([F:19])=[CH:15][CH:14]=4)=[C:10]([C:20]([NH:22][CH3:23])=[O:21])[C:9]=3[CH:24]=2)[CH2:4][CH2:3]1>C1COCC1.CO.C(Cl)Cl>[CH:2]1([C:5]2[C:6]([N:25]([C:30]3[CH:31]=[C:32]([F:50])[C:33]4[B:41]([OH:42])[O:45][CH2:36][C:34]=4[CH:35]=3)[S:26]([CH3:29])(=[O:27])=[O:28])=[CH:7][C:8]3[O:12][C:11]([C:13]4[CH:18]=[CH:17][C:16]([F:19])=[CH:15][CH:14]=4)=[C:10]([C:20]([NH:22][CH3:23])=[O:21])[C:9]=3[CH:24]=2)[CH2:4][CH2:3]1. Procedure details: Aqueous hydrochloric acid (4 mL, 1 N) was added to a solution of 5-cyclopropyl-6-(N-(3-fluoro-5-((methoxymethoxy)methyl)-4-(4,4,5,5-tetramethyl-1,3,2-dioxaborolan-2-yl)phenyl)methylsulfonamido)-2-(4-fluorophenyl)-N-methylbenzofuran-3-carboxamide (306 mg) in THF (4.0 mL) and MeOH (0.8 mL). The mixture was heated to 70° C. under N2 overnight. The mixture was cooled to room temperature and the organic solvent was removed under reduced pressure. The crude was diluted with EtOAc, washed with brine, d... Reactants: CC(C)(C)[O-], CCO, CSC1=NC(=O)C(=Cc2cc(C(C)(C)C)c(O)c(C(C)(C)C)c2)N1C, [K+], N#CN, O, O=P(O)(O)O. Product: CN1C(=Cc2cc(C(C)(C)C)c(O)c(C(C)(C)C)c2)C(=O)N=C1NC#N. As a reaction SMILES: [CH3:29][C:30]([CH3:31])([O-:32])[CH3:33].[CH3:40][CH2:41][OH:42].[CH3:4][C:5]([CH3:6])([CH3:7])[c:8]1[cH:9][c:10]([CH:19]=[C:20]2[C:21](=[O:28])[N:22]=[C:23]([S:26][CH3:27])[N:24]2[CH3:25])[cH:11][c:12]([C:15]([CH3:16])([CH3:17])[CH3:18])[c:13]1[OH:14].[K+:34].[NH2:1][C:2]#[N:3].[OH2:43].[P:35](=[O:36])([OH:37])([OH:38])[OH:39]>>[N:1]#[C:2][NH:3][C:23]1=[N:22][C:21](=[O:28])[C:20](=[CH:19][c:10]2[cH:9][c:8]([C:5]([CH3:4])([CH3:6])[CH3:7])[c:13]([OH:14])[c:12]([C:15]([CH3:16])([CH3:17])[CH3:18])[cH:11]2)[N:24]1[CH3:25].